From a dataset of the Open Reaction Database (ORD), a public repository of structured organic reaction records. describe an organic reaction: reactants, conditions, products, and yield Reactants: CC(=O)O[BH-](OC(C)=O)OC(C)=O, C=O, ClCCl, CC(=O)O, [Na+], CC(C)(C)OC(=O)c1ccc(-c2ccccc2)cc1NC(=O)c1cc(C2CCCCN2)ccc1O. Product: CN1CCCCC1c1ccc(O)c(C(=O)Nc2cc(-c3ccccc3)ccc2C(=O)OC(C)(C)C)c1. Reaction SMILES: [C:7]([O:8][BH-:9]([O:10][C:11](=[O:12])[CH3:13])[O:14][C:15](=[O:16])[CH3:17])(=[O:18])[CH3:19].[CH2:1]=[O:2].[CH2:56]([Cl:57])[Cl:58].[CH3:3][C:4](=[O:5])[OH:6].[Na+:20].[OH:21][c:22]1[c:23]([C:24](=[O:25])[NH:26][c:27]2[c:28]([C:29](=[O:30])[O:31][C:32]([CH3:33])([CH3:34])[CH3:35])[cH:36][cH:37][c:38](-[c:40]3[cH:41][cH:42][cH:43][cH:44][cH:45]3)[cH:39]2)[cH:46][c:47]([CH:50]2[NH:51][CH2:52][CH2:53][CH2:54][CH2:55]2)[cH:48][cH:49]1>>[CH3:3][N:51]1[CH:50]([c:47]2[cH:46][c:23]([C:24](=[O:25])[NH:26][c:27]3[c:28]([C:29](=[O:30])[O:31][C:32]([CH3:33])([CH3:34])[CH3:35])[cH:36][cH:37][c:38](-[c:40]4[cH:41][cH:42][cH:43][cH:44][cH:45]4)[cH:39]3)[c:22]([OH:21])[cH:49][cH:48]2)[CH2:55][CH2:54][CH2:53][CH2:52]1. Starting materials: O=C(O)c1ccc(Br)s1, COc1ccc(N)cn1. Reagents/catalysts: CCN=C=NCCCN(C)C.Cl (EDC-HCl), CCN(CC)CC (TEA), C1=CC=C2C(=C1)N=NN2O (HOBt). Solvent: CN(C)C=O (DMF), CN(C)C=O (DMF), CN(C)C=O (DMF), CN(C)C=O (DMF), CN(C)C=O (DMF), CN(C)C=O (DMF). Reaction conditions: temperature 25 celsius, time 2 hour. The product is COc1ccc(NC(=O)c2ccc(Br)s2)cn1. The yield is 69.8%. As a reaction SMILES: COc1ccc(N)cn1.O=C(O)c1ccc(Br)s1.CCN=C=NCCCN(C)C.Cl.C1=CC=C2C(=C1)N=NN2O.CCN(CC)CC.CN(C)C=O>>COc1ccc(NC(=O)c2ccc(Br)s2)cn1. The reactants are BrCCCCCCOC\C=C/C1=CC=C(C=C1)NS(=O)(=O)C ((Z)-N-[4-[3-[(6-Bromohexyl)oxy]-1-propenyl]phenyl]methanesulphonamide), C(C1=CC=CC=C1)N (benzylamine), Cl (hydrochloric acid). The solvent is O (water). Conditions: time 3 hour. Product: Cl.C1(=CC=CC=C1)CNCCCCCCOC\C=C/C1=CC=C(C=C1)NS(=O)(=O)C ((Z)-N-[4-[3-[[6-[(Phenylmethyl)amino]hexy]oxy]-1-propenyl]phenyl]-methanesulphonamide, hydrochloride). Reaction SMILES: Br[CH2:2][CH2:3][CH2:4][CH2:5][CH2:6][CH2:7][O:8][CH2:9]/[CH:10]=[CH:11]\[C:12]1[CH:17]=[CH:16][C:15]([NH:18][S:19]([CH3:22])(=[O:21])=[O:20])=[CH:14][CH:13]=1.[CH2:23]([NH2:30])[C:24]1[CH:29]=[CH:28][CH:27]=[CH:26][CH:25]=1.[ClH:31]>O>[ClH:31].[C:24]1([CH2:23][NH:30][CH2:2][CH2:3][CH2:4][CH2:5][CH2:6][CH2:7][O:8][CH2:9]/[CH:10]=[CH:11]\[C:12]2[CH:17]=[CH:16][C:15]([NH:18][S:19]([CH3:22])(=[O:21])=[O:20])=[CH:14][CH:13]=2)[CH:29]=[CH:28][CH:27]=[CH:26][CH:25]=1 |f:4.5|. Procedure details: (Z)-N-[4-[3-[(6-Bromohexyl)oxy]-1-propenyl]phenyl]methanesulphonamide (2.0 g) was added to benzylamine (6 ml) at 125°, under nitrogen. The reaction mixture was stirred at 125° for 3 h, cooled to room temperature and added to 2N hydrochloric acid (50 ml) and water (20 ml). The resultant white solid was collected by filtration, washed in turn with 2N hydrochloric acid, water and ether then dried in vacuo at 50° to give the title compound as a white powder (1.0 g) m.p. 133°-134°. Reactants: O=C(O)c1cccc(Br)c1, CNC1CCCCC1NC, C[Si](C)(C)N[Si](C)(C)C, Cl, [Cu]I, [I-], [Na+], C1COCCO1. Product: O=C(O)c1cccc(I)c1. As a reaction SMILES: [Br:1][c:2]1[cH:3][c:4]([C:5](=[O:6])[OH:7])[cH:8][cH:9][cH:10]1.[CH3:13][NH:14][CH:15]1[CH2:16][CH2:17][CH2:18][CH2:19][CH:20]1[NH:21][CH3:22].[CH3:23][Si:24]([CH3:25])([CH3:26])[NH:27][Si:28]([CH3:29])([CH3:30])[CH3:31].[ClH:32].[Cu:33][I:34].[I-:11].[Na+:12].[O:35]1[CH2:36][CH2:37][O:38][CH2:39][CH2:40]1>>[c:2]1([I:11])[cH:3][c:4]([C:5](=[O:6])[OH:7])[cH:8][cH:9][cH:10]1.